From a dataset of the Open Reaction Database (ORD), a public repository of structured organic reaction records. describe an organic reaction: reactants, conditions, products, and yield Reactants: COC(=O)c1cc(C(=O)OC)cc(C(C)(C)C)c1, C1CCOC1, Cl, [Li+], [OH-], O, O. Yields the product COC(=O)c1cc(C(=O)O)cc(C(C)(C)C)c1. Reaction SMILES: [C:1]([CH3:2])([CH3:3])([CH3:4])[c:5]1[cH:6][c:7]([C:15](=[O:16])[O:17][CH3:18])[cH:8][c:9]([C:10](=[O:11])[O:12][CH3:13])[cH:14]1.[CH2:22]1[O:23][CH2:24][CH2:25][CH2:26]1.[ClH:28].[Li+:21].[OH-:20].[OH2:19].[OH2:27]>>[C:1]([CH3:2])([CH3:3])([CH3:4])[c:5]1[cH:6][c:7]([C:15](=[O:16])[OH:17])[cH:8][c:9]([C:10](=[O:11])[O:12][CH3:13])[cH:14]1. The reactants are Cl, O=N[O-], CSc1cc(N)nn1C, [Na+], O. Product: CSc1cc(NN)nn1C. Reaction SMILES: [ClH:15].[N:1]([O-:2])=[O:3].[NH2:5][c:6]1[n:7][n:8]([CH3:13])[c:9]([S:11][CH3:12])[cH:10]1.[Na+:4].[OH2:14]>>[NH2:1][NH:5][c:6]1[n:7][n:8]([CH3:13])[c:9]([S:11][CH3:12])[cH:10]1. Starting materials: C(=O)[O-].[NH4+] (Ammonium formate), FC=1C=CC(=C(OC2CCN(CC2)C(=O)OC(C)(C)C)C1)[N+](=O)[O-] (tert-butyl 4-(5-fluoro-2-nitrophenoxy)piperidine-1-carboxylate). Reagents/catalysts: [Pd] (palladium on carbon). The solvent is CO (MeOH). Conditions: time 0.5 hour. Yields the product NC1=C(OC2CCN(CC2)C(=O)OC(C)(C)C)C=C(C=C1)F (tert-butyl 4-(2-amino-5-fluorophenoxy)piperidine-1-carboxylate). RXN SMILES: C([O-])=O.[NH4+].[F:5][C:6]1[CH:7]=[CH:8][C:9]([N+:26]([O-])=O)=[C:10]([CH:25]=1)[O:11][CH:12]1[CH2:17][CH2:16][N:15]([C:18]([O:20][C:21]([CH3:24])([CH3:23])[CH3:22])=[O:19])[CH2:14][CH2:13]1>[Pd].CO>[NH2:26][C:9]1[CH:8]=[CH:7][C:6]([F:5])=[CH:25][C:10]=1[O:11][CH:12]1[CH2:17][CH2:16][N:15]([C:18]([O:20][C:21]([CH3:23])([CH3:24])[CH3:22])=[O:19])[CH2:14][CH2:13]1 |f:0.1|. Procedure details: Ammonium formate (1.2 g, 19.1 mmol) was added into a suspension of tert-butyl 4-(5-fluoro-2-nitrophenoxy)piperidine-1-carboxylate (2.0 g, 5.8 mmol) and palladium on carbon (5%, 0.4 g) in MeOH (30 mL) at ambient temperature. The solution was stirred for 0.5 hours, filtered through Celite and washed with MeOH. The filtrate was concentrated in vacuo and triturated from diethyl ether to remove the ammonium formate by-products. The sample was purified by flash column chromatography (1:10→1:1 EtOAc/DC... Reactants: ClC=1C=C2C=C(NC2=CC1)C (5-chloro-2-methylindole), C(=O)=O (carbon dioxide), CC=1NC2=CC=CC=C2C1 (methyl indole), ClC=1NC2=CC=CC=C2C1 (chloroindole). Product: C(=O)(O)C=1C=C2C=C(NC2=CC1)CC (5-carboxy-2-ethylindole). Reaction SMILES: Cl[C:2]1[CH:3]=[C:4]2[C:8](=[CH:9][CH:10]=1)[NH:7][C:6]([CH3:11])=[CH:5]2.CC1NC2C(C=1)=CC=CC=2.Cl[C:23]1NC2C(C=1)=CC=CC=2.[C:32](=[O:34])=[O:33]>>[C:32]([C:2]1[CH:3]=[C:4]2[C:8](=[CH:9][CH:10]=1)[NH:7][C:6]([CH2:11][CH3:23])=[CH:5]2)([OH:34])=[O:33]. Reported procedure: This synthesis could start with 5-chloro-2-methylindole, which could be alkylated with methyl indole (see 28a). The product chloroindole could then be converted to its Grignard species and exposed to carbon dioxide to finish the synthesis.